From a dataset of the Open Reaction Database (ORD), a public repository of structured organic reaction records. describe an organic reaction: reactants, conditions, products, and yield The reactants are C(C)C1OC(C=2C1=NC=1C(=CC=CC1C2O)F)=NC=2SC=CN2 (1,3-dihydro-3-ethyl-1-[(2-thiazolyl)-imino]-5-fluoro-furo[3,4-b]quinoline-9-ol), Cl (hydrochloric acid), O (water). Conditions: temperature 50 celsius. The product is FC=1C=CC=C2C(=C(C(=NC12)C(C)O)C(=O)NC=1SC=CN1)O (8-fluoro-4-hydroxy-2-(1-hydroxyethyl)-N-(2-thiazolyl)-3-quinoline-carboxamide). RXN SMILES: [CH2:1]([CH:3]1[C:7]2=[N:8][C:9]3[C:10]([F:17])=[CH:11][CH:12]=[CH:13][C:14]=3[C:15]([OH:16])=[C:6]2[C:5](=[N:18][C:19]2[S:20][CH:21]=[CH:22][N:23]=2)[O:4]1)C.Cl.[OH2:25]>>[F:17][C:10]1[CH:11]=[CH:12][CH:13]=[C:14]2[C:9]=1[N:8]=[C:7]([CH:3]([OH:25])[CH3:1])[C:6]([C:5]([NH:18][C:19]1[S:20][CH:21]=[CH:22][N:23]=1)=[O:4])=[C:15]2[OH:16]. Reported procedure: A mixture of 5 g of the product of Step F and 50 ml of 6N hydrochloric acid was heated at 50° C. for 5 hours and after addition of 50 ml of water, the mixture was cooled to 0° to 5° C. for 30 minutes and was vacuum filtered. The product was washed with water and dried under reduced pressure at 80° C. The product was successively chromatographed over silica gel twice and eluted with a 9-1 chloroform-methanol mixture to obtain 1.15 g of 8-fluoro-4-hydroxy-2-(1-hydroxyethyl)-N-(2-thiazolyl)-3-quino... The reactants are Cc1ccccc1, O=C(Cl)CCCl, Clc1ccc2c(c1)Nc1ccccc1CC2, [Na+], [OH-]. Product: O=C(CCCl)N1c2ccccc2CCc2ccc(Cl)cc21. RXN SMILES: [CH3:25][c:26]1[cH:27][cH:28][cH:29][cH:30][cH:31]1.[Cl:17][CH2:18][CH2:19][C:20](=[O:21])[Cl:22].[Cl:1][c:2]1[cH:3][cH:4][c:5]2[c:6]([cH:16]1)[NH:7][c:8]1[c:9]([cH:12][cH:13][cH:14][cH:15]1)[CH2:10][CH2:11]2.[Na+:24].[OH-:23]>>[Cl:1][c:2]1[cH:3][cH:4][c:5]2[c:6]([cH:16]1)[N:7]([C:20]([CH2:19][CH2:18][Cl:17])=[O:21])[c:8]1[c:9]([cH:12][cH:13][cH:14][cH:15]1)[CH2:10][CH2:11]2.